Task: describe an organic reaction: reactants, conditions, products, and yield. Dataset: the Open Reaction Database (ORD), a public repository of structured organic reaction records Reactants: C(C)(C)(C)OC(C[C@@H](C=1C=NC=C(C1)OCC)N1C(N(CC1)CCCC1=NC(=CC=C1)Br)=O)=O (3-{3-[3-(6-Bromo-pyridin-2-yl)-propyl]-2-oxo-imidazolidin-1-yl}-3(S)-(5-ethoxy-pyridin-3-yl)-propionic acid tert-butyl ester), CC(C)(C)[O-].[Na+] (NaOt-Bu), COC1=CC=C(CN)C=C1 (p-methoxybenzylamine). The reagents and catalysts are C=1C=CC(=CC1)/C=C/C(=O)/C=C/C2=CC=CC=C2.C=1C=CC(=CC1)/C=C/C(=O)/C=C/C2=CC=CC=C2.[Pd] (Pd(DBA)2), C1=CC=C(C=C1)P([C-]2C=CC=C2)C3=CC=CC=C3.C1=CC=C(C=C1)P([C-]2C=CC=C2)C3=CC=CC=C3.[Fe+2] (DPPF). Run in C1(=CC=CC=C1)C (toluene). Reaction conditions: temperature 110 celsius. The product is C(C)(C)(C)OC(C[C@H](N1C(N(CC1)CCCC1=NC(=CC=C1)NCC1=CC=C(C=C1)OC)=O)C=1C=NC=C(C1)OCC)=O (3(S)-(5-Ethoxy-pyridin-3-yl)-3-(3-{3-[6-(4-methoxy-benzylamino)-pyridin-2-yl]-propyl}-2-oxo-imidazolidin-1-yl)-propionic acid tert-butyl ester). As a reaction SMILES: [C:1]([O:5][C:6](=[O:34])[CH2:7][C@H:8]([N:18]1[CH2:22][CH2:21][N:20]([CH2:23][CH2:24][CH2:25][C:26]2[CH:31]=[CH:30][CH:29]=[C:28](Br)[N:27]=2)[C:19]1=[O:33])[C:9]1[CH:10]=[N:11][CH:12]=[C:13]([O:15][CH2:16][CH3:17])[CH:14]=1)([CH3:4])([CH3:3])[CH3:2].CC([O-])(C)C.[Na+].[CH3:41][O:42][C:43]1[CH:50]=[CH:49][C:46]([CH2:47][NH2:48])=[CH:45][CH:44]=1>C1(C)C=CC=CC=1.C1C=CC(/C=C/C(/C=C/C2C=CC=CC=2)=O)=CC=1.C1C=CC(/C=C/C(/C=C/C2C=CC=CC=2)=O)=CC=1.[Pd].C1C=CC(P(C2C=CC=CC=2)[C-]2C=CC=C2)=CC=1.C1C=CC(P(C2C=CC=CC=2)[C-]2C=CC=C2)=CC=1.[Fe+2]>[C:1]([O:5][C:6](=[O:34])[CH2:7][C@@H:8]([C:9]1[CH:10]=[N:11][CH:12]=[C:13]([O:15][CH2:16][CH3:17])[CH:14]=1)[N:18]1[CH2:22][CH2:21][N:20]([CH2:23][CH2:24][CH2:25][C:26]2[CH:31]=[CH:30][CH:29]=[C:28]([NH:48][CH2:47][C:46]3[CH:49]=[CH:50][C:43]([O:42][CH3:41])=[CH:44][CH:45]=3)[N:27]=2)[C:19]1=[O:33])([CH3:4])([CH3:3])[CH3:2] |f:1.2,5.6.7,8.9.10|. Reported procedure: To a stirred solution of 20-11 (0.075 g, 0.142 mmol) in toluene (3 mL) was added Pd(DBA)2 (0.0041 g, 0.0071 mmol), DPPF (0.0039 g, 0.0071 mmol), and NaOt-Bu (0.0163 g, 0.170 mmol) followed by p-methoxybenzylamine (0.0204 mL, 0.156 mmol). The resulting solution was heated at 110° C. for 2 hours. The solution was cooled and the solvent was removed in vacuo. The product was purified by silica gel chromatography (10% EtOH/EtOAc) to give (20-12. Starting materials: Nc1n[nH]c2cc(Cl)ccc12, O=C(Cl)C(F)(F)C(F)(F)C(F)(F)F, c1ccncc1. Yields the product O=C(Nc1n[nH]c2cc(Cl)ccc12)C(F)(F)C(F)(F)C(F)(F)F. RXN SMILES: [Cl:14][c:15]1[cH:16][cH:17][c:18]2[c:19]([NH2:24])[n:20][nH:21][c:22]2[cH:23]1.[F:1][C:2]([C:3]([C:4](=[O:5])[Cl:6])([F:7])[F:8])([C:9]([F:10])([F:11])[F:12])[F:13].[cH:25]1[cH:26][cH:27][n:28][cH:29][cH:30]1>>[F:1][C:2]([C:3]([C:4](=[O:5])[NH:24][c:19]1[c:18]2[cH:17][cH:16][c:15]([Cl:14])[cH:23][c:22]2[nH:21][n:20]1)([F:7])[F:8])([C:9]([F:10])([F:11])[F:12])[F:13]. As a reaction SMILES: [Br:1][c:2]1[cH:3][c:4](-[c:20]2[o:21][c:22]([CH2:25][N:26]3[CH2:27][CH2:28][O:29][CH2:30][CH2:31][CH2:32]3)[n:23][n:24]2)[c:5]2[cH:6][n:7][n:8]([S:11](=[O:12])(=[O:13])[c:14]3[cH:15][cH:16][cH:17][cH:18][cH:19]3)[c:9]2[cH:10]1.[CH2:56]1[O:57][CH2:58][CH2:59][O:60][CH2:61]1.[CH3:33][O:34][c:35]1[n:36][cH:37][c:38]([B:46]2[O:47][C:48]([CH3:49])([CH3:50])[C:51]([CH3:52])([CH3:53])[O:54]2)[cH:39][c:40]1[NH:41][S:42](=[O:43])(=[O:44])[CH3:45].[OH2:55]>>[c:2]1(-[c:38]2[cH:37][n:36][c:35]([O:34][CH3:33])[c:40]([NH:41][S:42](=[O:43])(=[O:44])[CH3:45])[cH:39]2)[cH:3][c:4](-[c:20]2[o:21][c:22]([CH2:25][N:26]3[CH2:27][CH2:28][O:29][CH2:30][CH2:31][CH2:32]3)[n:23][n:24]2)[c:5]2[cH:6][n:7][n:8]([S:11](=[O:12])(=[O:13])[c:14]3[cH:15][cH:16][cH:17][cH:18][cH:19]3)[c:9]2[cH:10]1. Yields the product COc1ncc(-c2cc(-c3nnc(CN4CCCOCC4)o3)c3cnn(S(=O)(=O)c4ccccc4)c3c2)cc1NS(C)(=O)=O. Starting materials: O=S(=O)(c1ccccc1)n1ncc2c(-c3nnc(CN4CCCOCC4)o3)cc(Br)cc21, C1COCCO1, COc1ncc(B2OC(C)(C)C(C)(C)O2)cc1NS(C)(=O)=O, O. Reactants: BrC1=C(C=C(C=C1C)[N+](=O)[O-])Cl (2-Bromo-1-chloro-3-methyl-5-nitro-benzene), C1(=CC=CC=C1)C (toluene), C(C)(C)(C)OC(NC(=N)C=1SC(=C(C1)S(=O)(=O)C1=C(C(=C(C=C1)O)B)O)SC)=O ({[4-(3-Boranyl-dihydroxy-benzenesulfonyl)-5-methylsulfanyl-thiophen-2-yl]-imino-methyl}-carbamic acid tert-butyl ester), C(C)O (ethanol). The reagents and catalysts are C=1C=CC(=CC1)[P](C=2C=CC=CC2)(C=3C=CC=CC3)[Pd]([P](C=4C=CC=CC4)(C=5C=CC=CC5)C=6C=CC=CC6)([P](C=7C=CC=CC7)(C=8C=CC=CC8)C=9C=CC=CC9)[P](C=1C=CC=CC1)(C=1C=CC=CC1)C=1C=CC=CC1 (Pd(PPh3)4). Run in C(=O)([O-])[O-].[Na+].[Na+] (Na2CO3), CCOC(=O)C (EtOAc). Conditions: temperature 80 celsius. Yields the product C(C)(C)(C)OC(NC(=N)C=1SC(=C(C1)S(=O)(=O)C=1C=C(C=CC1)C1=C(C=C(C=C1C)[N+](=O)[O-])Cl)SC)=O ({[4-(2′-Chloro-6′-methyl-4′-nitro-biphenyl-3-sulfonyl)-5-methylsulfanyl-thiophen-2-yl]-imino-methyl}-carbamic acid tert-butyl ester). The yield is 29.0%. As a reaction SMILES: Br[C:2]1[C:7]([CH3:8])=[CH:6][C:5]([N+:9]([O-:11])=[O:10])=[CH:4][C:3]=1[Cl:12].[C:13]([O:17][C:18](=[O:41])[NH:19][C:20]([C:22]1[S:23][C:24]([S:39][CH3:40])=[C:25]([S:27]([C:30]2[CH:35]=[CH:34][C:33](O)=[C:32](B)[C:31]=2O)(=[O:29])=[O:28])[CH:26]=1)=[NH:21])([CH3:16])([CH3:15])[CH3:14].C(O)C.C1(C)C=CC=CC=1>C([O-])([O-])=O.[Na+].[Na+].C1C=CC([P]([Pd]([P](C2C=CC=CC=2)(C2C=CC=CC=2)C2C=CC=CC=2)([P](C2C=CC=CC=2)(C2C=CC=CC=2)C2C=CC=CC=2)[P](C2C=CC=CC=2)(C2C=CC=CC=2)C2C=CC=CC=2)(C2C=CC=CC=2)C2C=CC=CC=2)=CC=1.CCOC(C)=O>[C:13]([O:17][C:18](=[O:41])[NH:19][C:20]([C:22]1[S:23][C:24]([S:39][CH3:40])=[C:25]([S:27]([C:30]2[CH:31]=[C:32]([C:2]3[C:7]([CH3:8])=[CH:6][C:5]([N+:9]([O-:11])=[O:10])=[CH:4][C:3]=3[Cl:12])[CH:33]=[CH:34][CH:35]=2)(=[O:29])=[O:28])[CH:26]=1)=[NH:21])([CH3:16])([CH3:15])[CH3:14] |f:4.5.6,^1:61,63,82,101|. Procedure: 2-Bromo-1-chloro-3-methyl-5-nitro-benzene (45 mg, 0.219 mmol), {[4-(3-Boranyl-dihydroxy-benzenesulfonyl)-5-methylsulfanyl-thiophen-2-yl]-imino-methyl}-carbamic acid tert-butyl ester (50 mg, 0.11 mmol, Example 140: step a) and Pd(PPh3)4 (25 mg, 0.02 mmol) were combined in aqueous Na2CO3 (2M, 500 μL), ethanol (500 μL) and toluene (1 mL). The reaction was heated to 80° C. overnight. The resulting residue was dissolved into EtOAc and washed with brine. The organic layers were dried (MgSO4) and the s... Reactants: C1(CC1)COC1=CC2=C(C(=CO2)COC2=C3C=C(NC3=CC=C2)C(=O)O)C=C1 (4-(6-cyclopropylmethoxy-benzofuran-3-ylmethoxy)-1H-indole-2-carboxylic acid), NC1CCC(CC1)(O)CCN1C[C@@H]([C@H](CC1)O)C ((3S,4S)-1-[2-(4-Amino-1-hydroxy-cyclohexyl)-ethyl]-3-methyl-piperidin-4-ol). The product is OC1(CCC(CC1)NC(=O)C=1NC2=CC=CC(=C2C1)OCC1=COC2=C1C=CC(=C2)OCC2CC2)CCN2C[C@@H]([C@H](CC2)O)C (4-(6-Cyclopropylmethoxy-benzofuran-3-ylmethoxy)-1H-indole-2-carboxylic acid {4-hydroxy-4-[2-((3S,4S)-4-hydroxy-3-methyl-piperidin-1-yl)-ethyl]-cyclohexyl}-amide). RXN SMILES: [CH:1]1([CH2:4][O:5][C:6]2[CH:28]=[CH:27][C:9]3[C:10]([CH2:13][O:14][C:15]4[CH:23]=[CH:22][CH:21]=[C:20]5[C:16]=4[CH:17]=[C:18]([C:24](O)=[O:25])[NH:19]5)=[CH:11][O:12][C:8]=3[CH:7]=2)[CH2:3][CH2:2]1.[NH2:29][CH:30]1[CH2:35][CH2:34][C:33]([CH2:37][CH2:38][N:39]2[CH2:44][CH2:43][C@H:42]([OH:45])[C@@H:41]([CH3:46])[CH2:40]2)([OH:36])[CH2:32][CH2:31]1>>[OH:36][C:33]1([CH2:37][CH2:38][N:39]2[CH2:44][CH2:43][C@H:42]([OH:45])[C@@H:41]([CH3:46])[CH2:40]2)[CH2:34][CH2:35][CH:30]([NH:29][C:24]([C:18]2[NH:19][C:20]3[C:16]([CH:17]=2)=[C:15]([O:14][CH2:13][C:10]2[C:9]4[CH:27]=[CH:28][C:6]([O:5][CH2:4][CH:1]5[CH2:2][CH2:3]5)=[CH:7][C:8]=4[O:12][CH:11]=2)[CH:23]=[CH:22][CH:21]=3)=[O:25])[CH2:31][CH2:32]1. Procedure details: This compound is synthesized analogously to example 1 from 4-(6-cyclopropylmethoxy-benzofuran-3-ylmethoxy)-1H-indole-2-carboxylic acid 30b and amine 14.